From a dataset of the Open Reaction Database (ORD), a public repository of structured organic reaction records. describe an organic reaction: reactants, conditions, products, and yield The reactants are COC(C1=CC(=CC=C1)NC1=NC2=C(N1)C=C(C(=C2)C(NC2=CC=C1C=NNC1=C2)=O)N(CC)CC)=O (3-[6-diethylamino-5-(1H-indazol-6-ylcarbamoyl)-1H-benzimidazol-2-ylamino]-benzoic acid methyl ester), [Li+].[OH-] (LiOH), C(CC(O)(C(=O)O)CC(=O)O)(=O)O (citric acid). Solvent: CO (methanol), C1CCOC1 (THF). Yields the product C(C)N(C=1C(=CC2=C(NC(=N2)NC=2C=C(C(=O)O)C=CC2)C1)C(NC1=CC=C2C=NNC2=C1)=O)CC (3-[6-diethylamino-5-(1H-indazol-6-ylcarbamoyl)-1H-benzimidazol-2-ylamino]-benzoic acid). RXN SMILES: C[O:2][C:3](=[O:37])[C:4]1[CH:9]=[CH:8][CH:7]=[C:6]([NH:10][C:11]2[NH:15][C:14]3[CH:16]=[C:17]([N:32]([CH2:35][CH3:36])[CH2:33][CH3:34])[C:18]([C:20](=[O:31])[NH:21][C:22]4[CH:30]=[C:29]5[C:25]([CH:26]=[N:27][NH:28]5)=[CH:24][CH:23]=4)=[CH:19][C:13]=3[N:12]=2)[CH:5]=1.[Li+].[OH-].C(O)(=O)CC(CC(O)=O)(C(O)=O)O>CO.C1COCC1>[CH2:35]([N:32]([CH2:33][CH3:34])[C:17]1[C:18]([C:20](=[O:31])[NH:21][C:22]2[CH:30]=[C:29]3[C:25]([CH:26]=[N:27][NH:28]3)=[CH:24][CH:23]=2)=[CH:19][C:13]2[N:12]=[C:11]([NH:10][C:6]3[CH:5]=[C:4]([CH:9]=[CH:8][CH:7]=3)[C:3]([OH:37])=[O:2])[NH:15][C:14]=2[CH:16]=1)[CH3:36] |f:1.2|. Procedure: To a solution of 3-[6-diethylamino-5-(1H-indazol-6-ylcarbamoyl)-1H-benzimidazol-2-ylamino]-benzoic acid methyl ester (0.2 mmol; see Example 115) in methanol (2 mL) and THF (2 mL) was added 1M aqueous LiOH solution (2 mL). The resulting solution was then stirred at RT until the reaction was complete. The pH of the reaction mixture was adjusted with 5% aqueous citric acid solution to bring its pH to 4-5. The solid obtained was filtered, washed with ice-cold water, and dried under vacuum to afford ... The reactants are O=C([O-])[O-], CCNC(=O)c1ccc(-n2nnc(C(=O)NC3CC3)c2COS(C)(=O)=O)cc1, C[S-], CCO, CCOC(C)=O, [K+], [K+], [Na+]. Yields the product CCNC(=O)c1ccc(-n2nnc(C(=O)NC3CC3)c2CSC)cc1. Reaction SMILES: [C:29](=[O:30])([O-:31])[O-:32].[CH3:1][S:2]([O:3][CH2:6][c:7]1[c:8]([C:23](=[O:24])[NH:25][CH:26]2[CH2:27][CH2:28]2)[n:9][n:10][n:11]1-[c:12]1[cH:13][cH:14][c:15]([C:18](=[O:19])[NH:20][CH2:21][CH3:22])[cH:16][cH:17]1)(=[O:4])=[O:5].[CH3:35][S-:36].[CH3:38][CH2:39][OH:40].[CH3:41][CH2:42][O:43][C:44](=[O:45])[CH3:46].[K+:33].[K+:34].[Na+:37]>>[CH2:6]([c:7]1[c:8]([C:23](=[O:24])[NH:25][CH:26]2[CH2:27][CH2:28]2)[n:9][n:10][n:11]1-[c:12]1[cH:13][cH:14][c:15]([C:18](=[O:19])[NH:20][CH2:21][CH3:22])[cH:16][cH:17]1)[S:36][CH3:35]. Reactants: B, Cc1ccccc1, C1CCOC1, Cc1ccc([PH](=O)c2ccc(C)cc2)cc1. Yields the product B, Cc1ccc(Pc2ccc(C)cc2)cc1. Reaction SMILES: [BH3:22].[CH3:23][c:24]1[cH:25][cH:26][cH:27][cH:28][cH:29]1.[O:17]1[CH2:18][CH2:19][CH2:20][CH2:21]1.[c:1]1([CH3:16])[cH:2][cH:3][c:4]([PH:7]([c:8]2[cH:9][cH:10][c:11]([CH3:14])[cH:12][cH:13]2)=[O:15])[cH:5][cH:6]1>>[BH3:22].[c:1]1([CH3:16])[cH:2][cH:3][c:4]([PH:7][c:8]2[cH:9][cH:10][c:11]([CH3:14])[cH:12][cH:13]2)[cH:5][cH:6]1. Starting materials: Cl.CN (methyl amine Hydrogen Chloride), ClC1=CC=C(C=C1)NC1=NC(=NC=C1F)NC=1C=CC2=C(CC(O2)C(=O)OC)C1 ((±)-N4-(4-chlorophenyl)-N2-(2,3-dihydro-2-methoxycarbonylbenzofuran-5-yl)-5-fluoro-2,4-pyrimidinediamine). Yields the product ClC1=CC=C(C=C1)NC1=NC(=NC=C1F)NC=1C=CC2=C(CC(O2)C(=O)NC)C1 ((±)-N4-(4-chlorophenyl)-N2-[2,3-dihydro-2-(N-methylamino)carbonylbenzofuran-5-yl]-5-fluoro-2,4-pyrimidinediamine). As a reaction SMILES: Cl.[CH3:2][NH2:3].[Cl:4][C:5]1[CH:10]=[CH:9][C:8]([NH:11][C:12]2[C:17]([F:18])=[CH:16][N:15]=[C:14]([NH:19][C:20]3[CH:21]=[CH:22][C:23]4[O:27][CH:26]([C:28]([O:30]C)=O)[CH2:25][C:24]=4[CH:32]=3)[N:13]=2)=[CH:7][CH:6]=1>>[Cl:4][C:5]1[CH:6]=[CH:7][C:8]([NH:11][C:12]2[C:17]([F:18])=[CH:16][N:15]=[C:14]([NH:19][C:20]3[CH:21]=[CH:22][C:23]4[O:27][CH:26]([C:28]([NH:3][CH3:2])=[O:30])[CH2:25][C:24]=4[CH:32]=3)[N:13]=2)=[CH:9][CH:10]=1 |f:0.1|. Reported procedure: In like manner to the preparation of (±)-N4-(3,4-difluorophenyl)-5-fluoro-N2-[2-(N-methylamino)carbonyl-2,3-dihydrobenzofuran-5-yl]-2,4-pyrimidinediamine, the reaction of methyl amine Hydrogen Chloride with (±)-N4-(4-chlorophenyl)-N2-(2,3-dihydro-2-methoxycarbonylbenzofuran-5-yl)-5-fluoro-2,4-pyrimidinediamine gave (±)-N4-(4-chlorophenyl)-N2-[2,3-dihydro-2-(N-methylamino)carbonylbenzofuran-5-yl]-5-fluoro-2,4-pyrimidinediamine. 1H NMR (DMSO-d6): δ 9.40 (s, 1H), 9.02 (s, 1H), 8.05 (m, 2H), 7.84 (d... Starting materials: [BH4-], CO, O=C1CCCCC1C(C[N+](=O)[O-])c1ccc(Cl)cc1, [K+], [Na+], [OH-], O. Yields the product O=[N+]([O-])CC(c1ccc(Cl)cc1)C1CCCCC1O. Reaction SMILES: [BH4-:22].[CH3:25][OH:26].[Cl:3][c:4]1[cH:5][cH:6][c:7]([CH:8]([CH2:9][N+:10](=[O:11])[O-:12])[CH:13]2[C:14](=[O:19])[CH2:15][CH2:16][CH2:17][CH2:18]2)[cH:20][cH:21]1.[K+:2].[Na+:23].[OH-:1].[OH2:24]>>[Cl:3][c:4]1[cH:5][cH:6][c:7]([CH:8]([CH2:9][N+:10](=[O:11])[O-:12])[CH:13]2[CH:14]([OH:19])[CH2:15][CH2:16][CH2:17][CH2:18]2)[cH:20][cH:21]1. The reactants are liquid, N (ammonia), O1CCN(CC1)C1=NC(=NC(=N1)NCCOC(=O)OC1=CC=CC=C1)CCC (2-morpholino-4-[[2-[(phenoxycarbonyl)oxy]ethyl]amino]-6-propyl-1,3,5-triazine). Run in ClCCl (dichloromethane). Run at time 7 hour. Product: NC(=O)OCCNC1=NC(=NC(=N1)N1CCOCC1)CCC (2-[[2-[(aminocarbonyl)oxy]ethyl]amino]-4-morpholino-6-propyl-1,3,5-triazine). The yield is 97.4%. RXN SMILES: [O:1]1[CH2:6][CH2:5][N:4]([C:7]2[N:12]=[C:11]([NH:13][CH2:14][CH2:15][O:16][C:17](OC3C=CC=CC=3)=[O:18])[N:10]=[C:9]([CH2:26][CH2:27][CH3:28])[N:8]=2)[CH2:3][CH2:2]1.[NH3:29]>ClCCl>[NH2:29][C:17]([O:16][CH2:15][CH2:14][NH:13][C:11]1[N:12]=[C:7]([N:4]2[CH2:5][CH2:6][O:1][CH2:2][CH2:3]2)[N:8]=[C:9]([CH2:26][CH2:27][CH3:28])[N:10]=1)=[O:18]. Procedure details: 19.4 g (0.05 mole) of 2-morpholino-4-[[2-[(phenoxycarbonyl)oxy]ethyl]amino]-6-propyl-1,3,5-triazine, dissolved in 100 ml of anhydrous dichloromethane are introduced into one liter of liquid ammonia. Stirring is continued for 7 hours at a temperature of between -35° C. and -45° C. The ammonia is then evaporated and the organic phase is washed successively with an aqueous solution of sodium bicarbonate and with water. It is dried over sodium sulfate and the solvent is evaporated under reduced pres... The reactants are COC1=CC=C(C=C1)S(=O)(=O)NC1=CC(=CC=C1)B1OC(C(O1)(C)C)(C)C (4-Methoxy-N-(3-(4,4,5,5-tetramethyl-1,3,2-dioxaborolan-2-yl)phenyl)benzenesulfonamide), B(Br)(Br)Br (boron tribromide). The solvent is ClCCl (dichloromethane), ClCCl (dichloromethane). Run at time 8 hour. Product: OC1=CC=C(C=C1)S(=O)(=O)NC=1C=C(C=CC1)B(O)O ((3-(4-Hydroxyphenylsulfonamido)phenyl)boronic acid). Yield: 23.8%. RXN SMILES: C[O:2][C:3]1[CH:8]=[CH:7][C:6]([S:9]([NH:12][C:13]2[CH:18]=[CH:17][CH:16]=[C:15]([B:19]3[O:23]C(C)(C)C(C)(C)[O:20]3)[CH:14]=2)(=[O:11])=[O:10])=[CH:5][CH:4]=1.B(Br)(Br)Br>ClCCl>[OH:2][C:3]1[CH:8]=[CH:7][C:6]([S:9]([NH:12][C:13]2[CH:14]=[C:15]([B:19]([OH:23])[OH:20])[CH:16]=[CH:17][CH:18]=2)(=[O:11])=[O:10])=[CH:5][CH:4]=1. Procedure: 4-Methoxy-N-(3-(4,4,5,5-tetramethyl-1,3,2-dioxaborolan-2-yl)phenyl)benzenesulfonamide (168 mg, 0.43 mmol) was dissolved in dichloromethane (4 ml). A solution of boron tribromide (1M in dichloromethane, 4.32 mL, 4.32 mmol) was added dropwise and the reaction was stirred at room temperature overnight. The mixture was diluted with dichloromethane and washed with a solution of 4% sodium bicarbonate, water, brine and dried over sodium sulphate, filtered and evaporated under reduced pressure. The prod... The reactants are C(C)(=O)OC1C(C(OC=2C=NC3=CC=C(C=C3C12)OC)OC(C)=O)[C@@H]1CC[C@H](CC1)NC(=O)OC(C)(C)C (acetic acid 4-acetoxy-3-(trans-4-tert-butoxycarbonylamino-cyclohexyl)-6-methoxy-3,4-dihydro-2H-1-oxa-9-aza-phenanthren-2-yl ester). The reagents and catalysts are [Pd] (Palladium on activated carbon). Solvent: CO (methanol). Conditions: time 72 hour. The product is C(C)(C)(C)OC(=O)N[C@@H]1CC[C@H](CC1)C1C(OC=2C=NC3=CC=C(C=C3C2C1)OC)OC(C)=O (acetic acid 3-(trans-4-tert-butoxycarbonylamino-cyclohexyl)-6-methoxy-3,4-dihydro-2H-1-oxa-9-aza-phenanthren-2-yl ester). Yield: 71.8%. RXN SMILES: C(O[CH:5]1[C:18]2[C:17]3[C:12](=[CH:13][CH:14]=[C:15]([O:19][CH3:20])[CH:16]=3)[N:11]=[CH:10][C:9]=2[O:8][CH:7]([O:21][C:22](=[O:24])[CH3:23])[CH:6]1[C@H:25]1[CH2:30][CH2:29][C@H:28]([NH:31][C:32]([O:34][C:35]([CH3:38])([CH3:37])[CH3:36])=[O:33])[CH2:27][CH2:26]1)(=O)C>[Pd].CO>[C:35]([O:34][C:32]([NH:31][C@H:28]1[CH2:27][CH2:26][C@H:25]([CH:6]2[CH2:5][C:18]3[C:17]4[C:12](=[CH:13][CH:14]=[C:15]([O:19][CH3:20])[CH:16]=4)[N:11]=[CH:10][C:9]=3[O:8][CH:7]2[O:21][C:22](=[O:24])[CH3:23])[CH2:30][CH2:29]1)=[O:33])([CH3:38])([CH3:36])[CH3:37]. Procedure details: 10% Palladium on activated carbon (500 mg, 4.70 mmol, 1.09 eq) is added at room temperature to a stirred solution of acetic acid 4-acetoxy-3-(trans-4-tert-butoxycarbonylamino-cyclohexyl)-6-methoxy-3,4-dihydro-2H-1-oxa-9-aza-phenanthren-2-yl ester (2.3 g, 4.29 mmol, 1.0 eq) in methanol (60 mL). The reaction mixture is stirred at room temperature under hydrogen flow (10 bars) for 72 hours. The catalyst is then removed by filtration and the solution is concentrated to afford acetic acid 3-(trans-4-... Starting materials: C1(=CC=CC=C1)N=C=O (phenyl isocyanate), C1(=CC=CC=C1)C (toluene), [C@H]12[C@@H](O)C=C[C@H](O1)CO2 (1,6-anhydro-3,4-dideoxy-β-D-threo-hex-3-enopyranose). Solvent: C(C)N(CC)CC (triethylamine). Product: C1(=CC=CC=C1)NC(=O)O[C@@H]1[C@H]2O[C@@H](C=C1)CO2 (1,6-anhydro-3,4-dideoxy-2-O-phenylcarbamoyl-β-D-threo-hex-3-enopyranose). Isolated yield 86.4%. As a reaction SMILES: [C:1]1([N:7]=[C:8]=[O:9])[CH:6]=[CH:5][CH:4]=[CH:3][CH:2]=1.C1(C)C=CC=CC=1.[C@@H:17]12[O:25][CH2:24][C@@H:22]([O:23]1)[CH:21]=[CH:20][C@@H:18]2[OH:19]>C(N(CC)CC)C>[C:1]1([NH:7][C:8]([O:19][C@H:18]2[CH:20]=[CH:21][C@H:22]3[CH2:24][O:25][C@@H:17]2[O:23]3)=[O:9])[CH:6]=[CH:5][CH:4]=[CH:3][CH:2]=1. Procedure: 0.56 g of phenyl isocyanate was added at room temperature to 30 ml of a dry toluene solution containing 0.3 g of 1,6-anhydro-3,4-dideoxy-β-D-threo-hex-3-enopyranose under an inert atmosphere of nitrogen gas. Further, 0.1 ml of triethylamine was added thereto, and the reaction mixture was refluxed under heating for two hours. Completion of the reaction was confirmed by thin layer chromatography, and then the solvent was immediately distilled off under reduced pressure to obtain a syrup crude prod... The reactants are ClC1=CC(=NC(=N1)C=1C=NN(C1)COCC[Si](C)(C)C)N (6-chloro-2-(1-((2-(trimethylsilyl)ethoxy)methyl)-1H-pyrazol-4-yl)pyrimidin-4-amine), P(=O)([O-])([O-])[O-] (phosphate), C(C)(=O)[O-].[Na+] (sodium acetate), ClCC=O (2-chloroacetaldehyde), C(C)(=O)[O-].[Na+] (sodium acetate), ClCC=O (2-chloroacetaldehyde). Run in C([O-])(O)=O.[Na+] (sodium bicarbonate), C(C)O (ethanol). Reaction conditions: temperature 95 celsius. Product: ClC1=CC=2N(C(=N1)C=1C=NN(C1)COCC[Si](C)(C)C)C=CN2 (7-chloro-5-(1-((2(trimethylsilyl)ethoxy)methyl)-1H-pyrazol-4-yl)imidazo[1,2-c]pyrimidine). The yield is 39.3%. RXN SMILES: [Cl:1][C:2]1[N:7]=[C:6]([C:8]2[CH:9]=[N:10][N:11]([CH2:13][O:14][CH2:15][CH2:16][Si:17]([CH3:20])([CH3:19])[CH3:18])[CH:12]=2)[N:5]=[C:4]([NH2:21])[CH:3]=1.P([O-])([O-])([O-])=O.[C:27]([O-])(=O)[CH3:28].[Na+].ClCC=O>C(O)C.C(=O)(O)[O-].[Na+]>[Cl:1][C:2]1[N:7]=[C:6]([C:8]2[CH:9]=[N:10][N:11]([CH2:13][O:14][CH2:15][CH2:16][Si:17]([CH3:18])([CH3:20])[CH3:19])[CH:12]=2)[N:5]2[CH:27]=[CH:28][N:21]=[C:4]2[CH:3]=1 |f:2.3,6.7|. Procedure details: To a solution of 6-chloro-2-(1-((2-(trimethylsilyl)ethoxy)methyl)-1H-pyrazol-4-yl)pyrimidin-4-amine (2.750 g, 8.439 mmol) in 60 mL of 1:1 absolute ethanol: pH=7 phosphate buffer were added sodium acetate (1.385 g, 16.88 mmol) and 2-chloroacetaldehyde (1.905 mL, 14.77 mmol) and the reaction mixture was then fitted with a condenser and heated to 95° C. overnight. The reaction was not complete so sodium acetate (1.385 g, 16.88 mmol) and 2-chloroacetaldehyde (1.905 mL, 14.77 mmol) were added and the...